This data is from the Open Reaction Database (ORD), a public repository of structured organic reaction records. The task is: describe an organic reaction: reactants, conditions, products, and yield Run in ClCCl (dichloromethane). Yield: 33.0%. RXN SMILES: [CH:1]([N:4]1[CH2:9][CH2:8][N:7]([C:10]([C:12]2[CH:13]=[C:14]3[C:18](=[CH:19][CH:20]=2)[NH:17][C:16]([C:21]([N:23]2[CH2:28][CH2:27][CH:26]([O:29][CH3:30])[CH2:25][CH2:24]2)=[O:22])=[CH:15]3)=[O:11])[CH2:6][CH2:5]1)([CH3:3])[CH3:2].[Cl:31][C:32]1[CH:37]=[C:36](B(O)O)[CH:35]=[CH:34][N:33]=1.N1C=CC=CC=1>ClCCl.C([O-])(=O)C.[Cu+2].C([O-])(=O)C>[Cl:31][C:32]1[CH:37]=[C:36]([N:17]2[C:18]3[C:14](=[CH:13][C:12]([C:10]([N:7]4[CH2:8][CH2:9][N:4]([CH:1]([CH3:3])[CH3:2])[CH2:5][CH2:6]4)=[O:11])=[CH:20][CH:19]=3)[CH:15]=[C:16]2[C:21]([N:23]2[CH2:28][CH2:27][CH:26]([O:29][CH3:30])[CH2:25][CH2:24]2)=[O:22])[CH:35]=[CH:34][N:33]=1 |f:4.5.6|. The reagents and catalysts are C(C)(=O)[O-].[Cu+2].C(C)(=O)[O-] (copper(II) acetate). Yields the product ClC1=NC=CC(=C1)N1C(=CC2=CC(=CC=C12)C(=O)N1CCN(CC1)C(C)C)C(=O)N1CCC(CC1)OC ([1-(2-Chloro-pyridin-4-yl)-5-(4-isopropyl-piperazine-1-carbonyl)-1H-indol-2-yl]-(4-methoxy-piperidin-1-yl)-methanone). The reactants are C(C)(C)N1CCN(CC1)C(=O)C=1C=C2C=C(NC2=CC1)C(=O)N1CCC(CC1)OC ([5-(4-Isopropyl-piperazine-1-carbonyl)-1H-indol-2-yl]-(4-methoxy-piperidin-1-yl)-methanone), ClC1=NC=CC(=C1)B(O)O (2-chloropyridine-4-boronic acid), N1=CC=CC=C1 (pyridine). Reported procedure: The title compound was synthesized in analogy to example 66, from [5-(4-isopropyl-piperazine-1-carbonyl)-1H-indol-2-yl]-(4-methoxy-piperidin-1-yl)-methanone (example 21), 2-chloropyridine-4-boronic acid, copper(II) acetate and pyridine in dichloromethane, to give the desired product as a light brown foam (33%).